The task is: describe an organic reaction: reactants, conditions, products, and yield. This data is from the Open Reaction Database (ORD), a public repository of structured organic reaction records. Starting materials: S1C(=CC=C1)C(=N)N (thiophene-2-carboxamidine), C(C1=CC=CC=C1)=C(C#N)C#N (2-benzylidene-malononitrile). The product is NCC=1C(=NC(=NC1C1=CC=CC=C1)C=1SC=CC1)N (5-Aminomethyl-6-phenyl-2-thiophen-2-yl-pyrimidin-4-ylamine). As a reaction SMILES: [S:1]1[CH:5]=[CH:4][CH:3]=[C:2]1[C:6]([NH2:8])=[NH:7].[CH:9](=[C:16]([C:19]#[N:20])[C:17]#[N:18])[C:10]1[CH:15]=[CH:14][CH:13]=[CH:12][CH:11]=1>>[NH2:20][CH2:19][C:16]1[C:17]([NH2:18])=[N:7][C:6]([C:2]2[S:1][CH:5]=[CH:4][CH:3]=2)=[N:8][C:9]=1[C:10]1[CH:15]=[CH:14][CH:13]=[CH:12][CH:11]=1. Procedure details: The title compound, MS: m/e=282.8 (M+H+), was prepared from thiophene-2-carboxamidine and 2-benzylidene-malononitrile in analogy to the process described in Example 11 as a solid. Reactants: CCOC(=O)C1Cc2[nH]c3ccc(OCc4ccccc4)cc3c2C1, CI, CN(C)C=O, [H-], [Na+], O. The product is CCOC(=O)C1Cc2c(n(C)c3ccc(OCc4ccccc4)cc23)C1. RXN SMILES: [CH2:3]([CH3:4])[O:5][C:6](=[O:7])[CH:8]1[CH2:9][c:10]2[c:11]([nH:12][c:13]3[cH:14][cH:15][c:16]([O:19][CH2:20][c:21]4[cH:22][cH:23][cH:24][cH:25][cH:26]4)[cH:17][c:18]23)[CH2:27]1.[CH3:28][I:29].[CH3:31][N:32]([CH3:33])[CH:34]=[O:35].[H-:1].[Na+:2].[OH2:30]>>[CH2:3]([CH3:4])[O:5][C:6](=[O:7])[CH:8]1[CH2:9][c:10]2[c:11]([n:12]([CH3:28])[c:13]3[cH:14][cH:15][c:16]([O:19][CH2:20][c:21]4[cH:22][cH:23][cH:24][cH:25][cH:26]4)[cH:17][c:18]23)[CH2:27]1. Reactants: FC=1C=C(C=CC1)/C=C/C(=O)O ((E)-3-(3-fluorophenyl)acrylic acid), OS(=O)(=O)O (H2SO4), C(=O)([O-])[O-].[Na+].[Na+] (Na2CO3). Run in CO (MeOH). Product: FC=1C=C(C=CC1)/C=C/C(=O)OC ((E)-Methyl 3-(3-fluorophenyl)acrylate). The yield is 339.2%. As a reaction SMILES: [F:1][C:2]1[CH:3]=[C:4](/[CH:8]=[CH:9]/[C:10]([OH:12])=[O:11])[CH:5]=[CH:6][CH:7]=1.OS(O)(=O)=O.[C:18]([O-])([O-])=O.[Na+].[Na+]>CO>[F:1][C:2]1[CH:3]=[C:4](/[CH:8]=[CH:9]/[C:10]([O:12][CH3:18])=[O:11])[CH:5]=[CH:6][CH:7]=1 |f:2.3.4|. Procedure: To a solution of (E)-3-(3-fluorophenyl)acrylic acid (5, 6.0 g, 32.7 mmol) in MeOH (150 mL) at 0° C. was added concentrated H2SO4 (3.0 mL) slowly. The reaction was heated under reflux for 24 h then cooled to room temperature and neutralized with Na2CO3 (1.0 g). The solvent was removed by rotary evaporation and the resulting yellow oil partitioned between EtOAc (300 mL) and saturated NaHCO3 (300 mL). The aqueous layer was extracted with EtOAc (2×100 mL). The combined organic layers were washed wit... Reactants: C(#N)C1=CC=CC(=N1)C=O (6-Cyano-2-pyridine aldehyde), C(CC(=O)C)(=O)OCCCl (chloroethyl acetoacetate), N\C(=C/C(=O)OC)\C (methyl 3-aminocrotonate). Run in C(C)(C)O (isopropanol). Conditions: time 14 hour. Product: COC(=O)C=1C(C(=C(NC1C)C)C(=O)OCCCl)C1=NC(=CC=C1)C#N (2,6-Dimethyl-4-(6-cyano-2-pyridyl)-1,4-dihydropyridine-3,5-dicarboxylic acid 3-β-chloroethyl ester 5-methyl ester). Yield: 33.7%. As a reaction SMILES: [C:1]([C:3]1[N:8]=[C:7]([CH:9]=O)[CH:6]=[CH:5][CH:4]=1)#[N:2].[C:11]([O:17][CH2:18][CH2:19][Cl:20])(=[O:16])[CH2:12][C:13]([CH3:15])=O.[NH2:21]/[C:22](/[CH3:28])=[CH:23]\[C:24]([O:26][CH3:27])=[O:25]>C(O)(C)C>[CH3:27][O:26][C:24]([C:23]1[CH:9]([C:7]2[CH:6]=[CH:5][CH:4]=[C:3]([C:1]#[N:2])[N:8]=2)[C:12]([C:11]([O:17][CH2:18][CH2:19][Cl:20])=[O:16])=[C:13]([CH3:15])[NH:21][C:22]=1[CH3:28])=[O:25]. Procedure: 6-Cyano-2-pyridine aldehyde (1.613 g, 12.2 mmol), chloroethyl acetoacetate (2.009 g, 12.2 mmol) and methyl 3-aminocrotonate (1.364 g, 12.2 mmol) were dissolved in 16 ml of isopropanol, and the solution was stirred at 35° to 40° C. under a nitrogen gas stream for 14 hours. The reaction solvent was distilled off under reduced pressure, and the residue was purified by column chromatography [silica gel; ethyl acetate-n-hexane (5:6)]. The crude product thus obtained was recrystallized from isopropyl ... The reactants are aqueous solution, [OH-].[Na+] (NaOH), C(C)OC1=C(C=CC(=C1)C(=O)OC)C1=C(C=CC=C1)CC (methyl 2-ethoxy-2′-ethylbiphenyl-4-carboxylate). Solvent: CCO (EtOH). Conditions: temperature 60 celsius. The product is C(C)OC1=C(C=CC(=C1)C(=O)O)C1=C(C=CC=C1)CC (2-ethoxy-2′-ethylbiphenyl-4-carboxylic acid), powder. The yield is 79.0%. RXN SMILES: [OH-].[Na+].[CH2:3]([O:5][C:6]1[CH:11]=[C:10]([C:12]([O:14]C)=[O:13])[CH:9]=[CH:8][C:7]=1[C:16]1[CH:21]=[CH:20][CH:19]=[CH:18][C:17]=1[CH2:22][CH3:23])[CH3:4]>CCO>[CH2:3]([O:5][C:6]1[CH:11]=[C:10]([C:12]([OH:14])=[O:13])[CH:9]=[CH:8][C:7]=1[C:16]1[CH:21]=[CH:20][CH:19]=[CH:18][C:17]=1[CH2:22][CH3:23])[CH3:4] |f:0.1|. Reported procedure: A 5N aqueous solution of NaOH (3 mL, 15 mmol) was added into a solution of methyl 2-ethoxy-2′-ethylbiphenyl-4-carboxylate (2.72 g, 9.6 mmol) in EtOH (30 mL). The resulting mixture was heated at 60° C. for 1 hour. The reaction mixture was concentrated under vacuum. The residue was taken up with water (50 mL) and a 5N aqueous solution of HCl (5 mL), and then extracted twice with MTBE (100 mL+50 mL). The organic layers were washed with brine (50 mL), combined, dried (MgSO4) and concentrated under v... The reactants are C1(CCCCC1)C=1C=2C=CC(=CC2N2C[C@H](COC3=C(C21)C=CC=C3CN3CCCCC3)NC)C(=O)OC (methyl (7R)-14-cyclohexyl-7-(methylamino)-4-(piperidin-1-ylmethyl)-7,8-dihydro-6H-indolo[1,2-e][1,5]benzoxazocine-11-carboxylate), O=CCNC(OC(C)(C)C)=O (tert-butyl (2-oxoethyl)carbamate). Yields the product C(C)(C)(C)OC(=O)NCCN([C@H]1COC2=C(C=3N(C1)C=1C=C(C=CC1C3C3CCCCC3)C(=O)OC)C=CC=C2CN2CCCCC2)C (methyl (7R)-7-[{2-[(tert-butoxycarbonyl)amino]ethyl}(methyl)amino]-14-cyclohexyl-4-(piperidin-1-ylmethyl)-7,8-dihydro-6H-indolo[1,2-e][1,5]benzoxazocine-11-carboxylate). As a reaction SMILES: [CH:1]1([C:7]2[C:8]3[CH:9]=[CH:10][C:11]([C:35]([O:37][CH3:38])=[O:36])=[CH:12][C:13]=3[N:14]3[C:21]=2[C:20]2[CH:22]=[CH:23][CH:24]=[C:25]([CH2:26][N:27]4[CH2:32][CH2:31][CH2:30][CH2:29][CH2:28]4)[C:19]=2[O:18][CH2:17][C@H:16]([NH:33][CH3:34])[CH2:15]3)[CH2:6][CH2:5][CH2:4][CH2:3][CH2:2]1.O=[CH:40][CH2:41][NH:42][C:43](=[O:49])[O:44][C:45]([CH3:48])([CH3:47])[CH3:46]>>[C:45]([O:44][C:43]([NH:42][CH2:41][CH2:40][N:33]([CH3:34])[C@@H:16]1[CH2:15][N:14]2[C:13]3[CH:12]=[C:11]([C:35]([O:37][CH3:38])=[O:36])[CH:10]=[CH:9][C:8]=3[C:7]([CH:1]3[CH2:6][CH2:5][CH2:4][CH2:3][CH2:2]3)=[C:21]2[C:20]2[CH:22]=[CH:23][CH:24]=[C:25]([CH2:26][N:27]3[CH2:32][CH2:31][CH2:30][CH2:29][CH2:28]3)[C:19]=2[O:18][CH2:17]1)=[O:49])([CH3:48])([CH3:47])[CH3:46]. Procedure details: The compound was prepared in analogy to Example 1, Step 6 from methyl (7R)-14-cyclohexyl-7-(methylamino)-4-(piperidin-1-ylmethyl)-7,8-dihydro-6H-indolo[1,2-e][1,5]benzoxazocine-11-carboxylate and tert-butyl (2-oxoethyl)carbamate. The compound was used without further purification. (ES+) m/z 659 (M+H)+. The reactants are [BH4-], CO, N#Cc1ccc(C=O)cc1, [Na+], O. The product is N#Cc1ccc(CO)cc1. RXN SMILES: [BH4-:11].[CH3:14][OH:15].[CH:1](=[O:2])[c:3]1[cH:4][cH:5][c:6]([C:7]#[N:8])[cH:9][cH:10]1.[Na+:12].[OH2:13]>>[CH2:1]([OH:2])[c:3]1[cH:4][cH:5][c:6]([C:7]#[N:8])[cH:9][cH:10]1. The reactants are C1CNCCN1, CCO, Clc1cc(Cl)nc(N2CCCC2)n1. Product: Clc1cc(N2CCNCC2)nc(N2CCCC2)n1. RXN SMILES: [CH2:14]1[CH2:15][NH:16][CH2:17][CH2:18][NH:19]1.[CH3:20][CH2:21][OH:22].[Cl:1][c:2]1[n:3][c:4]([N:9]2[CH2:10][CH2:11][CH2:12][CH2:13]2)[n:5][c:6]([Cl:8])[cH:7]1>>[c:2]1([N:16]2[CH2:15][CH2:14][NH:19][CH2:18][CH2:17]2)[n:3][c:4]([N:9]2[CH2:10][CH2:11][CH2:12][CH2:13]2)[n:5][c:6]([Cl:8])[cH:7]1. The reactants are FC(C(=O)O)(F)F (Trifluoroacetic acid), ClC=1C(=C2C=CC(=NC2=CC1)CCCNC(OC(C)(C)C)=O)NC(CC1CCCCC1)=O ([3-[6-chloro-5-[(cyclohexylacetyl)amino]-2-quinolinyl]propyl]carbamic acid, 1,1-dimethylethyl ester). Run in ClCCl (dichloromethane). Reaction conditions: time 2 hour. Yields the product N (ammonia), NCCCC1=NC2=CC=C(C(=C2C=C1)NC(CC1CCCCC1)=O)Cl (N-[2-(3-Aminopropyl)-6-chloro-5-quinolinyl]-cyclohexaneacetamide). Isolated yield 85.2%. Reaction SMILES: FC(F)(F)C(O)=O.[Cl:8][C:9]1[C:10]([NH:30][C:31](=[O:39])[CH2:32][CH:33]2[CH2:38][CH2:37][CH2:36][CH2:35][CH2:34]2)=[C:11]2[C:16](=[CH:17][CH:18]=1)[N:15]=[C:14]([CH2:19][CH2:20][CH2:21][NH:22]C(=O)OC(C)(C)C)[CH:13]=[CH:12]2>ClCCl>[NH3:15].[NH2:22][CH2:21][CH2:20][CH2:19][C:14]1[CH:13]=[CH:12][C:11]2[C:16](=[CH:17][CH:18]=[C:9]([Cl:8])[C:10]=2[NH:30][C:31](=[O:39])[CH2:32][CH:33]2[CH2:38][CH2:37][CH2:36][CH2:35][CH2:34]2)[N:15]=1. Procedure details: Trifluoroacetic acid (5 mL) was added to a solution of [3-[6-chloro-5-[(cyclohexylacetyl)amino]-2-quinolinyl]propyl]carbamic acid, 1,1-dimethylethyl ester (Example 23(a)) (0.9 g) in dichloromethane (15 mL). After stirring for 2 hours the solvent was removed under reduced pressure and the resulting residue was purified (Varian Chem elute cartridge with dichloromethane as eluant). Further purification (Varian SCX cartridge using methanol (100 mL) and then 10% ammonia in methanol (100 mL) as eluant...